This data is from the Open Reaction Database (ORD), a public repository of structured organic reaction records. The task is: describe an organic reaction: reactants, conditions, products, and yield Reactants: Cc1ccc(-c2cn(CCO)nn2)cc1C(=O)c1ccc(Nc2ccc(F)cc2F)cc1Cl, Cc1ccc(-c2cn(CCOC3CCCCO3)nn2)cc1C(=O)c1ccc(Nc2ccc(F)cc2)cc1Cl. Yields the product Cc1ccc(-c2cn(CCO)nn2)cc1C(=O)c1ccc(Nc2ccc(F)cc2)cc1Cl. As a reaction SMILES: [Cl:1][c:2]1[c:3]([C:17](=[O:18])[c:19]2[c:20]([CH3:33])[cH:21][cH:22][c:23](-[c:25]3[n:26][n:27][n:28]([CH2:30][CH2:31][OH:32])[cH:29]3)[cH:24]2)[cH:4][cH:5][c:6]([NH:8][c:9]2[c:10]([F:16])[cH:11][c:12]([F:15])[cH:13][cH:14]2)[cH:7]1.[Cl:34][c:35]1[cH:36][c:37]([NH:38][c:39]2[cH:40][cH:41][c:42]([F:43])[cH:44][cH:45]2)[cH:46][cH:47][c:48]1[C:49]([c:50]1[cH:51][c:52](-[c:53]2[n:54][n:55][n:56]([CH2:57][CH2:58][O:59][CH:60]3[CH2:61][CH2:62][CH2:63][CH2:64][O:65]3)[cH:66]2)[cH:67][cH:68][c:69]1[CH3:70])=[O:71]>>[Cl:1][c:2]1[c:3]([C:17](=[O:18])[c:19]2[c:20]([CH3:33])[cH:21][cH:22][c:23](-[c:25]3[n:26][n:27][n:28]([CH2:30][CH2:31][OH:32])[cH:29]3)[cH:24]2)[cH:4][cH:5][c:6]([NH:8][c:9]2[cH:10][cH:11][c:12]([F:15])[cH:13][cH:14]2)[cH:7]1. Reactants: Cl, CC(C)(C)OC(=O)N1CCN(c2ccc(C(F)(F)F)c3cccnc23)CC1, C1COCCO1, C1COCCO1. Reaction SMILES: [ClH:28].[F:1][C:2]([c:3]1[c:4]2[cH:5][cH:6][cH:7][n:8][c:9]2[c:10]([N:13]2[CH2:14][CH2:15][N:16]([C:19]([O:20][C:21]([CH3:22])([CH3:23])[CH3:24])=[O:25])[CH2:17][CH2:18]2)[cH:11][cH:12]1)([F:26])[F:27].[O:29]1[CH2:30][CH2:31][O:32][CH2:33][CH2:34]1.[O:35]1[CH2:36][CH2:37][O:38][CH2:39][CH2:40]1>>[F:1][C:2]([c:3]1[c:4]2[cH:5][cH:6][cH:7][n:8][c:9]2[c:10]([N:13]2[CH2:14][CH2:15][NH:16][CH2:17][CH2:18]2)[cH:11][cH:12]1)([F:26])[F:27]. Product: FC(F)(F)c1ccc(N2CCNCC2)c2ncccc12. Reactants: C(O)([O-])=O.[Na+] (sodium hydrogencarbonate), COC=1C=C2C(=CC=NC2=CC1OC)OC1=CC(=C(N)C=C1)F (4-[(6,7-Dimethoxy-4-quinolyl)oxy]-2-fluoroaniline), C(CC)N (propylamine), ClC(Cl)(OC(OC(Cl)(Cl)Cl)=O)Cl (triphosgene). The solvent is C1(=CC=CC=C1)C (toluene), ClCCl (dichloromethane), C(C)N(CC)CC (triethylamine). Yields the product COC=1C=C2C(=CC=NC2=CC1OC)OC1=CC(=C(C=C1)NC(=O)NCCC)F (N-{4-[(6,7-Dimethoxy-4-quinolyl)oxy]-2-fluorophenyl}-N′-propylurea). The yield is 70.0%. As a reaction SMILES: [CH3:1][O:2][C:3]1[CH:4]=[C:5]2[C:10](=[CH:11][C:12]=1[O:13][CH3:14])[N:9]=[CH:8][CH:7]=[C:6]2[O:15][C:16]1[CH:22]=[CH:21][C:19]([NH2:20])=[C:18]([F:23])[CH:17]=1.ClC(Cl)(O[C:28](=[O:34])OC(Cl)(Cl)Cl)Cl.[CH2:36]([NH2:39])[CH2:37][CH3:38].C(=O)([O-])O.[Na+]>C1(C)C=CC=CC=1.ClCCl.C(N(CC)CC)C>[CH3:1][O:2][C:3]1[CH:4]=[C:5]2[C:10](=[CH:11][C:12]=1[O:13][CH3:14])[N:9]=[CH:8][CH:7]=[C:6]2[O:15][C:16]1[CH:22]=[CH:21][C:19]([NH:20][C:28]([NH:39][CH2:36][CH2:37][CH3:38])=[O:34])=[C:18]([F:23])[CH:17]=1 |f:3.4|. Procedure: 4-[(6,7-Dimethoxy-4-quinolyl)oxy]-2-fluoroaniline (100 mg) was dissolved in toluene (10 ml). and triethylamine (2 ml), and a solution of triphosgene (104 mg) in dichloromethane was then added to the solution. The mixture was heated under reflux for 5 min. Next, propylamine (29 mg) was added, and the mixture was heated under reflux for 40 min. A saturated aqueous sodium hydrogencarbonate solution was added to the reaction solution, and the mixture was extracted with ethyl acetate. The ethyl aceta... Starting materials: three, COC=1C=CC=C(C(=O)O)C1 (5-methoxybenzoic acid), ice, [Cl-].[Cl-].[Ca+2] (CaCl2), OS(=O)(=O)O (H2SO4). Reaction conditions: time 2 hour. Yields the product C(=O)(O)CC1=C(C(=O)O)C=C(C=C1)OC (2-(carboxymethyl)-5-methoxybenzoic acid). Yield: 164.4%. RXN SMILES: [Cl-].[Cl-].[Ca+2].OS(O)(=O)=O.[CH3:9][O:10][C:11]1[CH:12]=[CH:13][CH:14]=[C:15]([CH:19]=1)[C:16]([OH:18])=[O:17]>>[C:16]([CH2:15][C:14]1[CH:13]=[CH:12][C:11]([O:10][CH3:9])=[CH:19][C:15]=1[C:16]([OH:18])=[O:17])([OH:18])=[O:17] |f:0.1.2|. Reported procedure: A oven-dried 25 mL three neck round-bottomed flask containing a stirring bar was fitted with a drying tube (CaCl2) and charged with concentrated H2SO4 (12.0 mL). Dichlorovinyl)-5-methoxybenzoic acid (1.69 g, 6.83 mmol) was added portion wise to the stirred solution over 20 min. so that each additional portion was added only after the previous one was completely dissolved. After the addition was complete the reaction was left stirring at room temperature for 2 h and then it was poured onto ice. A... Reactants: COC1=CC2=C(CC(N(C=C2)CCCI)=O)C=C1OC (7,8-Dimethoxy-3-[3-iodopropyl]-1,3-dihydro-2H-3-benzazepin-2-one), C([O-])([O-])=O.[K+].[K+] (potassium carbonate), (S)—N-[(4,5-dimethoxybenzocyclobut-1-yl)-methyl]-N-(methyl)amine. Run in O (water). Reaction conditions: temperature 52.5 celsius, time 14 hour. Product: N1C=CC=CC2=C1C=CC=C2 (Benzazepine). Reaction SMILES: CO[C:3]1[C:18](OC)=[CH:17][C:6]2[CH2:7][C:8](=O)[N:9](CCCI)[CH:10]=[CH:11][C:5]=2[CH:4]=1.C(=O)([O-])[O-].[K+].[K+]>O>[NH:9]1[C:10]2[CH:11]=[CH:5][CH:4]=[CH:3][C:18]=2[CH:17]=[CH:6][CH:7]=[CH:8]1 |f:1.2.3|. Procedure details: 7,8-Dimethoxy-3-[3-iodopropyl]-1,3-dihydro-2H-3-benzazepin-2-one (38 g) and potassium carbonate (60 g) were added to a mixture of (S)—N-[(4,5-dimethoxybenzocyclobut-1-yl)-methyl]-N-(methyl)amine (20 g) and demineralized water (100 ml) at room temperature. The reaction mixture was heated and stirred at 50-55° C. for 12-16 hours. After completion of reaction, reaction mass was cooled to 25-30° C. and the product is extracted in ethyl acetate (100 ml). The aqueous layer was further extracted with e...